Task: describe an organic reaction: reactants, conditions, products, and yield. Dataset: the Open Reaction Database (ORD), a public repository of structured organic reaction records Starting materials: C([O-])(O)=O.[Na+] (sodium bicarbonate), FC1=CC2=C(N=C(N2)SCC2=NC=CC(=C2C)OC)C=C1 (5-fluoro-2-[[(4-methoxy-3-methyl-2-pyridyl)methyl]thio]benzimidazole), ClC1=CC(=CC=C1)C(=O)OO (m-chloroperbenzoic acid), C([O-])([O-])=O.[K+].[K+] (potassium carbonate). Solvent: O (water), C(Cl)Cl (methylene chloride). Conditions: time 5 minute. Yields the product FC1=CC2=C(N=C(N2)S(=O)CC2=NC=CC(=C2C)OC)C=C1 (5-fluoro-2-[[(4-methoxy-3-methyl-2-pyridyl)methyl]sulfinyl]benzimidazole). RXN SMILES: [F:1][C:2]1[CH:21]=[CH:20][C:5]2[N:6]=[C:7]([S:9][CH2:10][C:11]3[C:16]([CH3:17])=[C:15]([O:18][CH3:19])[CH:14]=[CH:13][N:12]=3)[NH:8][C:4]=2[CH:3]=1.C(=O)([O-])[O-:23].[K+].[K+].ClC1C=CC=C(C(OO)=O)C=1.C(=O)(O)[O-].[Na+]>C(Cl)Cl.O>[F:1][C:2]1[CH:21]=[CH:20][C:5]2[N:6]=[C:7]([S:9]([CH2:10][C:11]3[C:16]([CH3:17])=[C:15]([O:18][CH3:19])[CH:14]=[CH:13][N:12]=3)=[O:23])[NH:8][C:4]=2[CH:3]=1 |f:1.2.3,5.6|. Procedure: 2.0 g of 5-fluoro-2-[[(4-methoxy-3-methyl-2-pyridyl)methyl]thio]benzimidazole dissolved in 100 ml of methylene chloride were treated with 1.2 g of potassium carbonate. 1.6 g of m-chloroperbenzoic acid were added thereto at -30°, the solution was stirred for a further 5 minutes and subsequently poured into a mixture of 30 ml of saturated sodium bicarbonate solution and 30 ml of water. The organic phase was separated, dried over sodium sulfate, treated with 5.0 ml of triethylamine and evaporated i... Reactants: C(C(=O)O)(=O)O (oxalic acid), COC=1CC=2C[C@H]([C@H]3[C@@]45[C@@H](C[C@H]([C@@]4(C)CC[C@@H]3C2CC1)CO)C5)C ((7α,14β,15β,17α)-3-methoxy-7-methyl-14,15-methyleneestra-2,5(10)-diene-17-methanol), C(O)([O-])=O.[Na+] (sodium hydrogencarbonate). Solvent: O (water), CO (methanol), O1CCCC1 (tetrahydrofuran). Conditions: time 1 hour. The product is OCC[C@H]1[C@]2(C)[C@]3([C@@H](C1)C3)[C@@H]3[C@@H](CC=1CC(CCC1[C@H]3CC2)=O)C ((7α,14β,15β,17α)-17-(hydroxyethyl)-7-methyl-14,15-methyleneestr-5(10)-en-3-one). Reaction SMILES: CO[C:3]1[CH2:4][C:5]2[CH2:6][C@@H:7]([CH3:24])[C@@H:8]3[C@@H:17]([C:18]=2[CH2:19][CH:20]=1)[CH2:16][CH2:15][C@@:13]1([CH3:14])[C@:9]23[CH2:23][C@@H:10]2[CH2:11][C@H:12]1[CH2:21]O.C(O)(=O)[C:26](O)=[O:27].C(=O)([O-])[OH:32].[Na+]>CO.O1CCCC1.O>[OH:27][CH2:26][CH2:21][C@@H:12]1[CH2:11][C@H:10]2[CH2:23][C@@:9]32[C@H:8]2[C@H:17]([CH2:16][CH2:15][C@:13]13[CH3:14])[C:18]1[CH2:19][CH2:20][C:3](=[O:32])[CH2:4][C:5]=1[CH2:6][C@H:7]2[CH3:24] |f:2.3|. Reported procedure: A solution of (7α,14β,15β,17α)-3-methoxy-7-methyl-14,15-methyleneestra-2,5(10)-diene-17-methanol (Example 1, step vi; 7.38 g) in a mixture of methanol (68 ml) and tetrahydrofuran (48 ml) was treated with a solution of oxalic acid (2.38 g) in water (40 ml). After 1 h stirring at room temperature, the reaction mixture was poured into a saturated aqueous solution of sodium hydrogencarbonate and the product was extracted into ethyl acetate. The combined organic phases were washed with brine, dried o... The reactants are C(#N)C1=CC=C(C=C1)/C=C/C(=O)OC (methyl (2E)-3-(4-cyanophenyl)acrylate), [H][H] (hydrogen). The reagents and catalysts are [Pd] (Pd/C). Run in CO (methanol). The product is NCC1=CC=C(C=C1)CCC(=O)OC (methyl 3-[4-(aminomethyl)phenyl]propanoate). The yield is 86.2%. Reaction SMILES: [C:1]([C:3]1[CH:8]=[CH:7][C:6](/[CH:9]=[CH:10]/[C:11]([O:13][CH3:14])=[O:12])=[CH:5][CH:4]=1)#[N:2].[H][H]>CO.[Pd]>[NH2:2][CH2:1][C:3]1[CH:8]=[CH:7][C:6]([CH2:9][CH2:10][C:11]([O:13][CH3:14])=[O:12])=[CH:5][CH:4]=1. Reported procedure: To solution of methyl (2E)-3-(4-cyanophenyl)acrylate (18 g, 0.096 mol) in methanol (200 ml) was added Pd/C (1.8 g) and hydrogenated under a pressure of 50 psi of hydrogen for 12 h. The catalyst was filtered off and the filtrate was concentrated to a residue. The residue was purified by chromatography (SiO2, chloroform/methanol 9/1) to yield the title compound as a liquid (16 g, 86%). TLC:CHCl3/MeOH (9/1); Rf: 0.3